This data is from the Open Reaction Database (ORD), a public repository of structured organic reaction records. The task is: describe an organic reaction: reactants, conditions, products, and yield The reactants are ClC1=C(C=CC(=C1)Cl)N=C1NCCN1 (2-(2,4-dichlorophenylimino)imidazolidine), C(C(C)C)(=O)Cl (isobutyryl chloride), O (water). The solvent is O1CCCC1 (tetrahydrofuran), O1CCCC1 (tetrahydrofuran). The product is C(C(C)C)(=O)N1C(NCC1)=NC1=C(C=C(C=C1)Cl)Cl (1-isobutyryl-2-(2,4-dichlorophenylimino)imidazolidine). As a reaction SMILES: [Cl:1][C:2]1[CH:7]=[C:6]([Cl:8])[CH:5]=[CH:4][C:3]=1[N:9]=[C:10]1[NH:14][CH2:13][CH2:12][NH:11]1.[C:15](Cl)(=[O:19])[CH:16]([CH3:18])[CH3:17].O>O1CCCC1>[C:15]([N:14]1[CH2:13][CH2:12][NH:11][C:10]1=[N:9][C:3]1[CH:4]=[CH:5][C:6]([Cl:8])=[CH:7][C:2]=1[Cl:1])(=[O:19])[CH:16]([CH3:18])[CH3:17]. Reported procedure: A mixture of 11.5 g 2-(2,4-dichlorophenylimino)imidazolidine 1.7 g sodium hydride (80 percent dispersion in oil) and 80 ml dry tetrahydrofuran was stirred and refluxed for one and a half hours, and a solution of 5.9 g isobutyryl chloride in 20 ml dry tetrahydrofuran was then added dropwise. The mixture was stirred and refluxed for five hours and then cooled and poured into iced water to give a solid which was dried over phosphorus pentoxide. Recrystallisation with charcoal from ethanol gave the ...